Dataset: the Open Reaction Database (ORD), a public repository of structured organic reaction records. Task: describe an organic reaction: reactants, conditions, products, and yield Starting materials: ClC1=C2N=CN(C2=NC=N1)[C@@H]1C[C@@H]([C@H](C1)O)CO ((1S,2R,4R)-4-(6-chloro-9H-purin-9-yl)-2-(hydroxymethyl)cyclopentanol), [Si](C)(C)(C(C)(C)C)Cl (tert-butyldimethylsilyl chloride), N,N-dimethylaminopyridine, N1C=NC=C1 (imidazole). The solvent is CN(C)C=O (DMF). Reaction conditions: time 1 hour. Product: [Si](C)(C)(C(C)(C)C)OC[C@@H]1[C@H](C[C@@H](C1)N1C2=NC=NC(=C2N=C1)Cl)O ((1S,2R,4R)-2-({[tert-butyl(dimethyl)silyl]oxy}methyl)-4-(6-chloro-9H-purin-9-yl)-cyclopentanol). The yield is 67.0%. As a reaction SMILES: [Cl:1][C:2]1[N:10]=[CH:9][N:8]=[C:7]2[C:3]=1[N:4]=[CH:5][N:6]2[C@H:11]1[CH2:15][C@H:14]([OH:16])[C@@H:13]([CH2:17][OH:18])[CH2:12]1.[Si:19](Cl)([C:22]([CH3:25])([CH3:24])[CH3:23])([CH3:21])[CH3:20].N1C=CN=C1>CN(C=O)C>[Si:19]([O:18][CH2:17][C@H:13]1[CH2:12][C@@H:11]([N:6]2[CH:5]=[N:4][C:3]3[C:7]2=[N:8][CH:9]=[N:10][C:2]=3[Cl:1])[CH2:15][C@@H:14]1[OH:16])([C:22]([CH3:25])([CH3:24])[CH3:23])([CH3:21])[CH3:20]. Procedure details: To a solution of (1S,2R,4R)-4-(6-chloro-9H-purin-9-yl)-2-(hydroxymethyl)cyclopentanol (0.496 g, 0.0018 mol) in DMF (10 mL) was added tert-butyldimethylsilyl chloride (0.348 g, 0.0023 mol), N,N-dimethylaminopyridine (0.023 g, 0.00019 mol) and imidazole (0.276 g, 0.0041 mol). This solution was stirred for 1 h and then the reaction mixture was quenched with water and diluted with ethyl acetate. The organic layer was washed with water, concentrated and purified by flash chromatography (0 to 50% EtOA...